From a dataset of the Open Reaction Database (ORD), a public repository of structured organic reaction records. describe an organic reaction: reactants, conditions, products, and yield Starting materials: [Al+3], CCOC1CCC2(C)C(CC=C3C2CCC2(C)C(C(C)CCCC(C)C)CC(=O)C32CC)C1, CCOC1CCC2(C)C(CC=C3C2CCC2(C)C(C(C)CCCC(C)C)CC(O)C32CC)C1, [Cl-], [H-], [H-], [H-], [H-], [H-], [Li+], [Na+]. Product: CCOC1CCC2(C)C(CC=C3C2CCC2(C)C(C(C)CCCC(C)C)CC(O)C32CC)C1. As a reaction SMILES: [Al+3:35].[CH2:1]([CH3:2])[O:3][CH:4]1[CH2:5][CH:6]2[CH2:7][CH:8]=[C:9]3[C:10]4([CH2:32][CH3:33])[C:11](=[O:31])[CH2:12][CH:13]([CH:14]([CH2:15][CH2:16][CH2:17][CH:18]([CH3:19])[CH3:20])[CH3:21])[C:22]4([CH3:30])[CH2:23][CH2:24][CH:25]3[C:26]2([CH3:29])[CH2:27][CH2:28]1.[CH2:43]([O:44][CH:45]1[CH2:46][CH2:47][C:48]2([CH3:49])[CH:50]([CH2:51][CH:52]=[C:53]3[CH:54]2[CH2:55][CH2:56][C:57]2([CH3:58])[C:59]3([CH2:60][CH3:61])[CH:62]([OH:63])[CH2:64][CH:65]2[CH:66]([CH3:67])[CH2:68][CH2:69][CH2:70][CH:71]([CH3:72])[CH3:73])[CH2:74]1)[CH3:75].[Cl-:41].[H-:34].[H-:37].[H-:38].[H-:39].[H-:40].[Li+:36].[Na+:42]>>[CH2:1]([CH3:2])[O:3][CH:4]1[CH2:5][CH:6]2[CH2:7][CH:8]=[C:9]3[C:10]4([CH2:32][CH3:33])[CH:11]([OH:31])[CH2:12][CH:13]([CH:14]([CH2:15][CH2:16][CH2:17][CH:18]([CH3:19])[CH3:20])[CH3:21])[C:22]4([CH3:30])[CH2:23][CH2:24][CH:25]3[C:26]2([CH3:29])[CH2:27][CH2:28]1. Reactants: ice, NC1=C(C(=O)OC)C=C(C(=C1OC)OC)OC (methyl 2-amino-3,4,5-trimethoxybenzoate), Cl (HCl), CNS(=O)(=O)C (N-methylmethanesulphonamide), C(CCC)[Li] (n-butyl lithium), C([O-])(O)=O.[Na+] (sodium bicarbonate). Solvent: O1CCCC1 (tetrahydrofuran), O1CCCC1 (tetrahydrofuran), CCCCCC (hexane). Conditions: time 1 hour. Yields the product NC1=C(C=C(C(=C1OC)OC)OC)C(CS(NC)(=O)=O)=O (1-(2-amino-3,4,5-trimethoxyphenyl)-2-(N-methylsulphamoyl)ethanone). RXN SMILES: [CH3:1][NH:2][S:3]([CH3:6])(=[O:5])=[O:4].C([Li])CCC.[NH2:12][C:13]1[C:22]([O:23][CH3:24])=[C:21]([O:25][CH3:26])[C:20]([O:27][CH3:28])=[CH:19][C:14]=1[C:15](OC)=[O:16].Cl.C(=O)(O)[O-].[Na+]>O1CCCC1.CCCCCC>[NH2:12][C:13]1[C:22]([O:23][CH3:24])=[C:21]([O:25][CH3:26])[C:20]([O:27][CH3:28])=[CH:19][C:14]=1[C:15](=[O:16])[CH2:6][S:3](=[O:5])(=[O:4])[NH:2][CH3:1] |f:4.5|. Reported procedure: To a stirred solution of N-methylmethanesulphonamide (13.6 g) in dry tetrahydrofuran (160 ml) at -70° to -60° was added a solution of n-butyl lithium in hexane (2.5M; 100 ml) under argon. The mixture was stirred at -78° for 1 hour and a solution of methyl 2-amino-3,4,5-trimethoxybenzoate (10 g) in dry tetrahydrofuran (50 ml) was added at -70° to -60°. The mixture was stirred for 2 hours, during which time the temperature rose to 10°. The mixture was poured on to ice (500 g), acidified to pH 1 wi... Reactants: N1C(=CC=C1)C(=O)O (pyrrole-2-carboxylic acid), CI (methyl iodide), CN(C)C=O (DMF), C(C)N(C(C)C)C(C)C (N-(ethyl)diisopropylamine). The solvent is O (H2O), C(C)(=O)OCC (ethyl acetate). Conditions: time 18 hour. The product is N1C(=CC=C1)C(=O)OC (Methyl Pyrrole-2-carboxylate). Reaction SMILES: [NH:1]1[CH:5]=[CH:4][CH:3]=[C:2]1[C:6]([OH:8])=[O:7].[CH3:9]N(C=O)C.C(N(C(C)C)C(C)C)C.CI>O.C(OCC)(=O)C>[NH:1]1[CH:5]=[CH:4][CH:3]=[C:2]1[C:6]([O:8][CH3:9])=[O:7]. Procedure: To pyrrole-2-carboxylic acid (1.11 g., 0.010 mol) in 5 ml. DMF at 0° was added N-(ethyl)diisopropylamine (1.806 ml., 0.0105 mol) followed by methyl iodide (0.654 ml., 0.0105 mol). The mixture was stirred 18 hours at room temperature, diluted with 10 ml. ethyl acetate and 10 ml. H2O, the pH adjusted to 8.5, and the organic layer separated, washed 1×10 ml. H2O, dried over Na2SO4, and stripped with CHCl3 chase to yield title product as a gummy solid containing 10% DMF, 0.93 g.; 1H-nmr (CDCl3) delta... Starting materials: FC(F)(F)Oc1ccc(Br)cc1, CC(=O)[O-], CC(=O)[O-], O=C([O-])[O-], Cc1ccccc1, CC(C)c1cc(C(C)C)c(-c2ccccc2P(C2CCCCC2)C2CCCCC2)c(C(C)C)c1, [Cs+], [Cs+], CC(C)(C)OC(=O)c1ccc(CCc2ccccc2)cc1N, O=C(C=Cc1ccccc1)C=Cc1ccccc1, O=C(C=Cc1ccccc1)C=Cc1ccccc1, O=C(C=Cc1ccccc1)C=Cc1ccccc1, [Pd+2], [Pd], [Pd]. The product is CC(C)(C)OC(=O)c1ccc(CCc2ccccc2)cc1Nc1ccc(OC(F)(F)F)cc1. Reaction SMILES: [Br:23][c:24]1[cH:25][cH:26][c:27]([O:30][C:31]([F:32])([F:33])[F:34])[cH:28][cH:29]1.[C:131]([O-:132])(=[O:133])[CH3:134].[C:136]([O-:137])(=[O:138])[CH3:139].[C:35](=[O:36])([O-:37])[O-:38].[CH3:140][c:141]1[cH:142][cH:143][cH:144][cH:145][cH:146]1.[CH:41]1([P:42]([CH:43]2[CH2:44][CH2:45][CH2:46][CH2:47][CH2:48]2)[c:49]2[cH:50][cH:51][cH:52][cH:53][c:54]2-[c:55]2[c:56]([CH:57]([CH3:58])[CH3:59])[cH:60][c:61]([CH:62]([CH3:63])[CH3:64])[cH:65][c:66]2[CH:67]([CH3:68])[CH3:69])[CH2:70][CH2:71][CH2:72][CH2:73][CH2:74]1.[Cs+:39].[Cs+:40].[NH2:1][c:2]1[c:3]([C:4](=[O:5])[O:6][C:7]([CH3:8])([CH3:9])[CH3:10])[cH:11][cH:12][c:13]([CH2:15][CH2:16][c:17]2[cH:18][cH:19][cH:20][cH:21][cH:22]2)[cH:14]1.[O:113]=[C:114]([CH:115]=[CH:116][c:117]1[cH:118][cH:119][cH:120][cH:121][cH:122]1)[CH:123]=[CH:124][c:125]1[cH:126][cH:127][cH:128][cH:129][cH:130]1.[O:77]=[C:78]([CH:79]=[CH:80][c:81]1[cH:82][cH:83][cH:84][cH:85][cH:86]1)[CH:87]=[CH:88][c:89]1[cH:90][cH:91][cH:92][cH:93][cH:94]1.[O:95]=[C:96]([CH:97]=[CH:98][c:99]1[cH:100][cH:101][cH:102][cH:103][cH:104]1)[CH:105]=[CH:106][c:107]1[cH:108][cH:109][cH:110][cH:111][cH:112]1.[Pd+2:135].[Pd:75].[Pd:76]>>[NH:1]([c:2]1[c:3]([C:4](=[O:5])[O:6][C:7]([CH3:8])([CH3:9])[CH3:10])[cH:11][cH:12][c:13]([CH2:15][CH2:16][c:17]2[cH:18][cH:19][cH:20][cH:21][cH:22]2)[cH:14]1)[c:24]1[cH:25][cH:26][c:27]([O:30][C:31]([F:32])([F:33])[F:34])[cH:28][cH:29]1.